Dataset: the Open Reaction Database (ORD), a public repository of structured organic reaction records. Task: describe an organic reaction: reactants, conditions, products, and yield The reactants are O1C(COC2=CC=C(C=O)C=C2)C1 (4-(2,3-epoxypropoxy)benzaldehyde), C(CCC)N (n-butylamine). The product is C(CCC)NCC(COC1=CC=C(C=O)C=C1)O (4-(3-n-butylamino-2-hydroxypropoxy)benzaldehyde). As a reaction SMILES: [O:1]1[CH2:13][CH:2]1[CH2:3][O:4][C:5]1[CH:12]=[CH:11][C:8]([CH:9]=[O:10])=[CH:7][CH:6]=1.[CH2:14]([NH2:18])[CH2:15][CH2:16][CH3:17]>>[CH2:14]([NH:18][CH2:13][CH:2]([OH:1])[CH2:3][O:4][C:5]1[CH:12]=[CH:11][C:8]([CH:9]=[O:10])=[CH:7][CH:6]=1)[CH2:15][CH2:16][CH3:17]. Reported procedure: To 4-(2,3-epoxypropoxy)benzaldehyde (8.9 gms., 0.05 m) is added n-butylamine (30 ml.) and the resulting solution is refluxed 17 hours. The excess n-butylamine is removed under reduced pressure (20 mm). The oil is dissolved in 6N hydrochloric acid (30 ml.) and the solution is heated on a steam bath for 40 minutes. The hot acidic solution is poured into a hot saturated aqueous sodium carbonate solution with nitrogen bubbling through it. The basic solution is extracted with chloroform. The chlorofo... Starting materials: CO[C@@H]1C[C@@H](CCC1)C=1N=CC(=NC1)N ((+/−)-5-((1R,3S)-3-methoxycyclohexyl)pyrazin-2-amine), C1CC(=O)N(C1=O)Br (NBS). The solvent is C(C)#N (acetonitrile). Conditions: temperature 0 celsius, time 15 minute. The product is BrC=1C(=NC=C(N1)[C@H]1C[C@H](CCC1)OC)N ((+/−)-3-bromo-5-((1R,3S)-3-methoxycyclohexyl)pyrazin-2-amine). Yield: 100.4%. RXN SMILES: [CH3:1][O:2][C@H:3]1[CH2:8][CH2:7][CH2:6][C@@H:5]([C:9]2[N:10]=[CH:11][C:12]([NH2:15])=[N:13][CH:14]=2)[CH2:4]1.C1C(=O)N([Br:23])C(=O)C1>C(#N)C>[Br:23][C:11]1[C:12]([NH2:15])=[N:13][CH:14]=[C:9]([C@@H:5]2[CH2:6][CH2:7][CH2:8][C@H:3]([O:2][CH3:1])[CH2:4]2)[N:10]=1. Procedure: (+/−)-N,N-di-Boc-5-((1R,3S)-3-methoxycyclohexyl)pyrazin-2-amine (184 mg, 0.452 mmol) in DCM (4. 515 mL) was added HCl (4M in dioxane) (4.515 mL, 18.06 mmol). The reaction mixture was stirred at room temperature overnight. After the volatile material was removed in vacuo, the residue was dissolved in EtOAc. The organic layer was washed by NaHCO3 solution, water and brine, dried over anhydrous Na2SO4, and concentrated affording (+/−)-5-((1R,3S)-3-methoxycyclohexyl)pyrazin-2-amine in quantitative y... Starting materials: C(C)S(=O)(=O)C1=NNC=N1 (3-ethylsulphonyl-1,2,4-triazole), C(CCCC)N(C(=O)Cl)CCC (N-n-pentyl-N-propylcarbamoyl chloride), O1CCCC1 (tetrahydrofuran). Solvent: C(C)N(CC)CC (triethylamine). Yields the product C(CCCC)N(C(=O)N1N=C(N=C1)S(=O)(=O)CC)CCC (1-(N-n-pentyl-N-propylcarbamoyl)-3-ethylsulphonyl-1,2,4-triazole). Reaction SMILES: [CH2:1]([S:3]([C:6]1[N:10]=[CH:9][NH:8][N:7]=1)(=[O:5])=[O:4])[CH3:2].[CH2:11]([N:16]([CH2:20][CH2:21][CH3:22])[C:17](Cl)=[O:18])[CH2:12][CH2:13][CH2:14][CH3:15].O1CCCC1>C(N(CC)CC)C>[CH2:11]([N:16]([CH2:20][CH2:21][CH3:22])[C:17]([N:8]1[CH:9]=[N:10][C:6]([S:3]([CH2:1][CH3:2])(=[O:5])=[O:4])=[N:7]1)=[O:18])[CH2:12][CH2:13][CH2:14][CH3:15]. Procedure: A mixture of 4.83 g. 3-ethylsulphonyl-1,2,4-triazole, 6.0 g. N-n-pentyl-N-propylcarbamoyl chloride, 40 ml. dry tetrahydrofuran and 6 ml. dry triethylamine was refluxed under anhydrous conditions for 24 hours. The cooled reaction mixture was filtered. The filtrate was distilled under reduced pressure to give 1-(N-n-pentyl-N-propylcarbamoyl)-3-ethylsulphonyl-1,2,4-triazole as a residual oil, nD25 1.4967. (96.5% 1-isomer by GLC assay). Elemental analysis satisfactory. Reactants: N1=CC(=CC=C1)C=O (pyridine-3-carbaldehyde), NNC(=O)NN (carbohydrazide). Solvent: CO (methanol). Conditions: time 1 hour. Yields the product N1=CC(=CC=C1)C=NNC(=O)NN=CC=1C=NC=CC1 (1,3-Bis(pyridin-3-ylmethyleneamino)urea). As a reaction SMILES: [N:1]1[CH:6]=[CH:5][CH:4]=[C:3]([CH:7]=O)[CH:2]=1.[NH2:9][NH:10][C:11]([NH:13][NH2:14])=[O:12]>CO>[N:1]1[CH:6]=[CH:5][CH:4]=[C:3]([CH:7]=[N:9][NH:10][C:11]([NH:13][N:14]=[CH:7][C:3]2[CH:2]=[N:1][CH:6]=[CH:5][CH:4]=2)=[O:12])[CH:2]=1. Procedure details: 32.2 g of pyridine-3-carbaldehyde are added in the course of approx. 10 minutes, at room temperature, to a suspension of 13.5 g of carbohydrazide in 200 ml of methanol, the temperature rising to more than 35°. The reaction mixture is further stirred for 1 hour and then cooled to 5°. The crystals that precipitate are filtered off with suction and dried in vacuo at 70°. 40 g of the title compound having a melting point of 202-204° are thus obtained. The reactants are ClC1=C(C(=CC=C1)Cl)NC1=C(C=CC=C1)CC(=O)NCC(CNC([C@@H](NC(=O)OCC1=CC=CC=C1)CCCCNC(=O)OC(C)(C)C)=O)O (Nα -benzyloxycarbonyl-Nε -tert.-butoxycarbonyl-L-lysine-3-{2-[2-(2,6-dichlorophenylamino)-phenyl]-acetylamino}-2-hydroxypropylamide), [H][H] (hydrogen). The reagents and catalysts are [Pd] (palladium-on-carbon). Solvent: COCCOC.CN(C=O)C (1,2-dimethoxyethane dimethylformamide). Yields the product ClC1=C(C(=CC=C1)Cl)NC1=C(C=CC=C1)CC(=O)NCC(CNC([C@@H](N)CCCCNC(=O)OC(C)(C)C)=O)O (Nε -tert.-butoxycarbonyl-L-lysine-3-{2-[2-(2,6-dichlorophenylamino)-phenyl]-acetylamino}-2hydroxypropylamide). RXN SMILES: [Cl:1][C:2]1[CH:7]=[CH:6][CH:5]=[C:4]([Cl:8])[C:3]=1[NH:9][C:10]1[CH:15]=[CH:14][CH:13]=[CH:12][C:11]=1[CH2:16][C:17]([NH:19][CH2:20][CH:21]([OH:50])[CH2:22][NH:23][C:24](=[O:49])[C@H:25]([CH2:37][CH2:38][CH2:39][CH2:40][NH:41][C:42]([O:44][C:45]([CH3:48])([CH3:47])[CH3:46])=[O:43])[NH:26]C(OCC1C=CC=CC=1)=O)=[O:18].[H][H]>COCCOC.CN(C)C=O.[Pd]>[Cl:1][C:2]1[CH:7]=[CH:6][CH:5]=[C:4]([Cl:8])[C:3]=1[NH:9][C:10]1[CH:15]=[CH:14][CH:13]=[CH:12][C:11]=1[CH2:16][C:17]([NH:19][CH2:20][CH:21]([OH:50])[CH2:22][NH:23][C:24](=[O:49])[C@H:25]([CH2:37][CH2:38][CH2:39][CH2:40][NH:41][C:42]([O:44][C:45]([CH3:46])([CH3:47])[CH3:48])=[O:43])[NH2:26])=[O:18] |f:2.3|. Procedure: 1.80 g (2.46 mmol) of Nα -benzyloxycarbonyl-Nε -tert.-butoxycarbonyl-L-lysine-3-{2-[2-(2,6-dichlorophenylamino)-phenyl]-acetylamino}-2-hydroxypropylamide are dissolved in 100 ml of 1,2-dimethoxyethane/dimethylformamide (9:1) and after the addition of 0.40 g of palladium-on-carbon (10%) the whole is treated for 11/4 hours with hydrogen. The catalyst is filtered off, the filtrate is concentrated by evaporation at 30° in a rotary evaporator and the residue is lyophilised after being taken up in 100... Reactants: CC(=O)c1c(C)c(NC=O)c(C)c2c1OCC2c1ccc(C(C)C)cc1, O=C([O-])O, CO, Cl, [Na+]. Product: CC(=O)c1c(C)c(N)c(C)c2c1OCC2c1ccc(C(C)C)cc1. Reaction SMILES: [C:1]([CH3:2])(=[O:3])[c:4]1[c:5]([CH3:26])[c:6]([NH:23][CH:24]=[O:25])[c:7]([CH3:22])[c:8]2[c:12]1[O:11][CH2:10][CH:9]2[c:13]1[cH:14][cH:15][c:16]([CH:19]([CH3:20])[CH3:21])[cH:17][cH:18]1.[C:28](=[O:29])([OH:30])[O-:31].[CH3:33][OH:34].[ClH:27].[Na+:32]>>[C:1]([CH3:2])(=[O:3])[c:4]1[c:5]([CH3:26])[c:6]([NH2:23])[c:7]([CH3:22])[c:8]2[c:12]1[O:11][CH2:10][CH:9]2[c:13]1[cH:14][cH:15][c:16]([CH:19]([CH3:20])[CH3:21])[cH:17][cH:18]1. Starting materials: Cl.OC1=C(C=C(C(=C1)O)C(C)C)C(=O)N1CC2=CC=C(C=C2C1)N1CCN(CC1)C ((2,4-dihydroxy-5-isopropyl-phenyl)-[5-(4-methyl-piperazin-1-yl)-1,3-dihydro-isoindol-2-yl]-methanone hydrochloride salt), CN(C(=O)Cl)C (dimethylcarbamyl chloride). Run in N1=CC=CC=C1 (pyridine). Run at temperature 140 celsius. The product is CN(C(=O)OC=1C(=CC(=C(C1)OC(N(C)C)=O)C(C)C)C(=O)N1CC2=CC=C(C=C2C1)N1CCN(CC1)C)C (dimethyl-carbamic acid 5-dimethylcarbamoyloxy-2-isopropyl-4-[5-(4-methyl-piperazin-1-yl)-1,3-dihydro-isoindole-2-carbonyl]-phenyl ester). As a reaction SMILES: Cl.[OH:2][C:3]1[CH:8]=[C:7]([OH:9])[C:6]([CH:10]([CH3:12])[CH3:11])=[CH:5][C:4]=1[C:13]([N:15]1[CH2:23][C:22]2[C:17](=[CH:18][CH:19]=[C:20]([N:24]3[CH2:29][CH2:28][N:27]([CH3:30])[CH2:26][CH2:25]3)[CH:21]=2)[CH2:16]1)=[O:14].[CH3:31][N:32]([CH3:36])[C:33](Cl)=[O:34]>N1C=CC=CC=1>[CH3:31][N:32]([CH3:36])[C:33]([O:2][C:3]1[C:4]([C:13]([N:15]2[CH2:23][C:22]3[C:17](=[CH:18][CH:19]=[C:20]([N:24]4[CH2:25][CH2:26][N:27]([CH3:30])[CH2:28][CH2:29]4)[CH:21]=3)[CH2:16]2)=[O:14])=[CH:5][C:6]([CH:10]([CH3:11])[CH3:12])=[C:7]([O:9][C:13](=[O:14])[N:15]([CH3:23])[CH3:16])[CH:8]=1)=[O:34] |f:0.1|. Procedure details: A mixture of (2,4-dihydroxy-5-isopropyl-phenyl)-[5-(4-methyl-piperazin-1-yl)-1,3-dihydro-isoindol-2-yl]-methanone hydrochloride salt (100 mg) and dimethylcarbamyl chloride (420 μl; 20 equivalents) in pyridine (1 ml) was heated at 140° C. for 20 minutes in a CEM discover microwave synthesiser then evaporated and re-evaporated with toluene (×3). The crude material was purified by preparative LC/MS and 55 mg of the title compound were isolated as a brown solid (formate salt). 1H NMR (400 MHz, DMSO-...